Dataset: the Open Reaction Database (ORD), a public repository of structured organic reaction records. Task: describe an organic reaction: reactants, conditions, products, and yield Starting materials: CCOC(=O)CC#N, CCO, ClCc1ccccc1Cl, [Na]. Yields the product CCOC(=O)C(C#N)Cc1ccccc1Cl. RXN SMILES: [C:2](#[N:3])[CH2:4][C:5](=[O:6])[O:7][CH2:8][CH3:9].[CH3:19][CH2:20][OH:21].[Cl:10][c:11]1[c:12]([CH2:13][Cl:14])[cH:15][cH:16][cH:17][cH:18]1.[Na:1]>>[C:2](#[N:3])[CH:4]([C:5](=[O:6])[O:7][CH2:8][CH3:9])[CH2:13][c:12]1[c:11]([Cl:10])[cH:18][cH:17][cH:16][cH:15]1. Reactants: CC=1C2=C(OC1C(=O)O)C=CC=C2 (3-methyl benzo[b]furan-2-carboxylic acid), C(C)(=O)Cl (Acetylchloride), ice. Run in CO (methanol). Conditions: time 30 minute. Yields the product COC(=O)C=1OC2=C(C1C)C=CC=C2 (3-Methyl-benzofuran-2-carboxylic acid methyl ester). Reaction SMILES: [C:1](Cl)(=O)C.[CH3:5][C:6]1[C:7]2[CH:17]=[CH:16][CH:15]=[CH:14][C:8]=2[O:9][C:10]=1[C:11]([OH:13])=[O:12]>CO>[CH3:1][O:12][C:11]([C:10]1[O:9][C:8]2[CH:14]=[CH:15][CH:16]=[CH:17][C:7]=2[C:6]=1[CH3:5])=[O:13]. Procedure: Acetylchloride (6.7 mL, 91 mmol) was added dropwise to 750 mL dry methanol cooled on an ice-bath under N2 atmosphere. After completion of the addition, the solution was stirred at RT for 30 min. Subsequently, 16.0 g (90 mmol) 3-methyl benzo[b]furan-2-carboxylic acid was added and the solution was refluxed for 17 h under N2 atmosphere. The solution was cooled on an ice-bath to 0° C. and 500 mL ice-cold water was added. The resulting white precipitate was collected by filtration and washed with co... Reactants: OO (Hydrogen peroxide), ClC=1C=CC(=NC1Cl)C(=O)O (5,6-dichloropyridine-2-carboxylic acid), OS(=O)[O-].[Na+] (NaHSO3). Run in FC(C(=O)O)(F)F (trifluoroacetic acid). Procedure details: 50% Hydrogen peroxide (38 g, 0.35 mol) was carefully added to a mechanically stirred mixture of trifluoroacetic acid (350 mL) and 5,6-dichloropyridine-2-carboxylic acid (56.4 g, 0.29 mol) at 79° C. After one hour, the reaction mixture was poured into 1 L of saturated aqueous NaHSO3, stirring vigorously and cooling in an ice bath. The precipitate was collected and dried to provide 5,6-dichloropyridine-2-carboxylic acid-N-oxide (62.9 g, 0.30 mol), mp 160° C. Yields the product ClC1=CC=C([N+](=C1Cl)[O-])C(=O)O (5,6-dichloropyridine-2-carboxylic acid-N-oxide). Run at time 1 hour. As a reaction SMILES: OO.[Cl:3][C:4]1[CH:5]=[CH:6][C:7]([C:11]([OH:13])=[O:12])=[N:8][C:9]=1[Cl:10].[OH:14]S([O-])=O.[Na+]>FC(F)(F)C(O)=O>[Cl:3][C:4]1[C:9]([Cl:10])=[N+:8]([O-:14])[C:7]([C:11]([OH:13])=[O:12])=[CH:6][CH:5]=1 |f:2.3|. Yields the product BrC=1C=NN(C1)C(CO)(C)C (2-(4-Bromo-1H-pyrazol-1-yl)-2-methylpropan-1-ol). Yield: 89.5%. Procedure details: To a solution of ethyl 2-(4-bromo-1H-pyrazol-1-yl)-2-methylpropanoate (0.8 g, 3.06 mmol) in MeOH (10 mL) was added sodium borohydride (0.348 g, 9.19 mmol). The reaction was stirred at room temperature for 3 h and quenched with saturated NH4Cl solution. The mixture was extracted with ethyl acetate. The organic layer was washed with brine, dried over anhydrous MgSO4, filtered, and concentrated. The resulting residue was purified by flash chromatography (0-100% ethyl acetate:hexanes) to afford the ... Run in CO (MeOH). RXN SMILES: [Br:1][C:2]1[CH:3]=[N:4][N:5]([C:7]([CH3:14])([CH3:13])[C:8](OCC)=[O:9])[CH:6]=1.[BH4-].[Na+]>CO>[Br:1][C:2]1[CH:3]=[N:4][N:5]([C:7]([CH3:14])([CH3:13])[CH2:8][OH:9])[CH:6]=1 |f:1.2|. The reactants are BrC=1C=NN(C1)C(C(=O)OCC)(C)C (ethyl 2-(4-bromo-1H-pyrazol-1-yl)-2-methylpropanoate), [BH4-].[Na+] (sodium borohydride). Reaction conditions: time 3 hour.